Task: describe an organic reaction: reactants, conditions, products, and yield. Dataset: the Open Reaction Database (ORD), a public repository of structured organic reaction records Reactants: CCOC(CNCC1OCCO1)OC, O=C(Cl)CCl, [Na+], [Na+], O=C([O-])[O-], O, c1ccccc1. The product is CCOC(CN(CC1OCCO1)C(=O)CCl)OC. Reaction SMILES: [CH3:1][O:2][CH:3]([CH2:4][NH:5][CH2:6][CH:7]1[O:8][CH2:9][CH2:10][O:11]1)[O:12][CH2:13][CH3:14].[Cl:27][CH2:28][C:29](=[O:30])[Cl:31].[Na+:21].[Na+:22].[O-:23][C:24](=[O:25])[O-:26].[OH2:32].[cH:15]1[cH:16][cH:17][cH:18][cH:19][cH:20]1>>[CH3:1][O:2][CH:3]([CH2:4][N:5]([CH2:6][CH:7]1[O:8][CH2:9][CH2:10][O:11]1)[C:29]([CH2:28][Cl:27])=[O:30])[O:12][CH2:13][CH3:14]. The reactants are CSc1c(CC(=O)OC(C)(C)C)cc(C)c2c1[nH]c1ccccc12, Fc1ccc(CBr)cc1. The product is CSc1c(CC(=O)OC(C)(C)C)cc(C)c2c3ccccc3n(Cc3ccc(F)cc3)c12. As a reaction SMILES: [CH3:1][c:2]1[cH:3][c:4]([CH2:17][C:18](=[O:19])[O:20][C:21]([CH3:22])([CH3:23])[CH3:24])[c:5]([S:15][CH3:16])[c:6]2[nH:7][c:8]3[cH:9][cH:10][cH:11][cH:12][c:13]3[c:14]12.[F:25][c:26]1[cH:27][cH:28][c:29]([CH2:30][Br:31])[cH:32][cH:33]1>>[CH3:1][c:2]1[cH:3][c:4]([CH2:17][C:18](=[O:19])[O:20][C:21]([CH3:22])([CH3:23])[CH3:24])[c:5]([S:15][CH3:16])[c:6]2[n:7]([CH2:30][c:29]3[cH:28][cH:27][c:26]([F:25])[cH:33][cH:32]3)[c:8]3[cH:9][cH:10][cH:11][cH:12][c:13]3[c:14]12. The reactants are NC=1C=C(C=C(C(=O)O)C1)C(=O)O (5-amino-isophthalic acid). The reagents and catalysts are C(C=1C(O)=CC=CC1)=O (salicylaldehyde), C(CCC)N(CCCC)CCCC (tributylamine). Yields the product C(C1=CC(C(=O)O)=CC=C1)(=O)O (isophthalic acid), azomethine. Reaction SMILES: N[C:2]1[CH:3]=[C:4]([C:11]([OH:13])=[O:12])[CH:5]=[C:6]([CH:10]=1)[C:7]([OH:9])=[O:8]>C(=O)C1C(=CC=CC=1)O.C(N(CCCC)CCCC)CCC>[C:11]([OH:13])(=[O:12])[C:4]1[CH:3]=[CH:2][CH:10]=[C:6]([C:7]([OH:9])=[O:8])[CH:5]=1. Reported procedure: 53 g (0.32 mol) of isophthalic acid, 53 g (0.27 mol) of trimellitic anhydride, 3 g (0.01 mol) of an azomethine obtained by reaction of 5-amino-isophthalic acid with salicylaldehyde, 0.85 g of tributylamine as catalyst, 196 g (0.7 mol) of 3.3'-dimethyl-4,4'-di-isocyanato-diphenylmethane and 700 g of N-methylprrolidone are stirred for 6 hours at 80° C. Subsequently, 43 g (0.1 mol) of 4,4'-bis-(ethoxalylamino)-diphenylmethane are stirred into the above mixture. The temperature is then raised to 195... Reactants: CS(=O)(=O)OCC1CCOCC1, CC1(C)C(C(=O)c2c[nH]c3ccc(F)cc23)C1(C)C, [H-], [Na+], CN(C)C=O. The product is CC1(C)C(C(=O)c2cn(CC3CCOCC3)c3ccc(F)cc23)C1(C)C. As a reaction SMILES: [CH3:20][S:21]([O:22][CH2:25][CH:26]1[CH2:27][CH2:28][O:29][CH2:30][CH2:31]1)(=[O:23])=[O:24].[F:1][c:2]1[cH:3][c:4]2[c:5]([C:11](=[O:12])[CH:13]3[C:14]([CH3:18])([CH3:19])[C:15]3([CH3:16])[CH3:17])[cH:6][nH:7][c:8]2[cH:9][cH:10]1.[H-:33].[Na+:32].[O:34]=[CH:35][N:36]([CH3:37])[CH3:38]>>[F:1][c:2]1[cH:3][c:4]2[c:5]([C:11](=[O:12])[CH:13]3[C:14]([CH3:18])([CH3:19])[C:15]3([CH3:16])[CH3:17])[cH:6][n:7]([CH2:25][CH:26]3[CH2:27][CH2:28][O:29][CH2:30][CH2:31]3)[c:8]2[cH:9][cH:10]1. Starting materials: [NH4+].[Cl-] (NH4Cl), C9, CCC([BH-](C(CC)C)C(CC)C)C.[Li+] (L-selectride), COC(CCC\C=C/C[C@@H]1[C@H]([C@@H](CC1=O)O[Si](C)(C)C(C)(C)C)C1=CC=C(C=C1)C(C1CCCCC1)O[Si](C)(C)C(C)(C)C)=O ((Z)-7-((1R,2S,3R)-3-(tert-Butyl-dimethyl-silanyloxy)-2-{4-[(tert-butyl-dimethyl-silanyloxy)-cyclohexyl-methyl]-phenyl}-5-oxo-cyclopentyl)-hept-5-enoic acid methyl ester), C1CCOC1 (THF), ketone, COC(CCC\C=C/C[C@@H]1[C@H]([C@@H](C[C@@H]1O)O[Si](C)(C)C(C)(C)C)C1=CC=C(C=C1)C(C1CCCCC1)O[Si](C)(C)C(C)(C)C)=O ((Z)-7-((1R,2S,3R,5S)-3-(tert-Butyl-dimethyl-silanyloxy)-2-{4-[(tert-butyl-dimethyl-silanyloxy)-cyclohexyl-methyl]-phenyl}-5-hydroxy-cyclopentyl)-hept-5-enoic acid methyl ester), OO (H2O2). Run at temperature -78 celsius, time 30 minute. Yields the product C(C)NC(CCC\C=C/C[C@@H]1[C@H]([C@@H](CC1=O)O)C1=CC(=CC=C1)C(C1(CCC1)CCC)O)=O ((Z)-7-((1R,2S,3R)-3-Hydroxy-2-{3-[hydroxy-(1-propyl-cyclobutyl)-methyl]-phenyl}-5-oxo-cyclopentyl)-hept-5-enoic acid ethyl amide). The yield is 93.0%. As a reaction SMILES: COC(=O)CCC/C=C\C[C@H]1[C@@H](O)C[C@@H](O[Si](C(C)(C)C)(C)C)[C@@H]1[C:24]1[CH:29]=[CH:28][C:27]([CH:30]([O:37][Si](C(C)(C)C)(C)C)[CH:31]2[CH2:36][CH2:35][CH2:34]CC2)=[CH:26][CH:25]=1.[CH3:46][CH2:47][CH:48](C)[BH-](C(C)CC)C(C)CC.[Li+].C[O:61][C:62](=O)[CH2:63][CH2:64][CH2:65]/[CH:66]=[CH:67]\[CH2:68][C@H:69]1[C:73](=[O:74])[CH2:72][C@@H:71]([O:75][Si](C(C)(C)C)(C)C)[C@@H:70]1C1C=CC(C(O[Si](C(C)(C)C)(C)C)C2CCCCC2)=CC=1.OO.[NH4+:107].[Cl-].[CH2:109]1COC[CH2:110]1>>[CH2:109]([NH:107][C:62](=[O:61])[CH2:63][CH2:64][CH2:65]/[CH:66]=[CH:67]\[CH2:68][C@H:69]1[C:73](=[O:74])[CH2:72][C@@H:71]([OH:75])[C@@H:70]1[C:29]1[CH:24]=[CH:25][CH:26]=[C:27]([CH:30]([OH:37])[C:31]2([CH2:36][CH2:35][CH3:34])[CH2:48][CH2:47][CH2:46]2)[CH:28]=1)[CH3:110] |f:1.2,5.6|. Reported procedure: Representative procedure for reduction of the C9 ketone: (Z)-7-((1R,2S,3R,5S)-3-(tert-Butyl-dimethyl-silanyloxy)-2-{4-[(tert-butyl-dimethyl-silanyloxy)-cyclohexyl-methyl]-phenyl}-5-hydroxy-cyclopentyl)-hept-5-enoic acid methyl ester (6-1). L-selectride (300 μL, 0.3 mmol, 1 M/THF) was added to a −78° C. solution of ketone 5-3 (159 mg, 0.24 mmol) in 12 mL THF. The reaction was stirred for 30 min. at −78° C. and then 3% H2O2 (7 mL) was added. The reaction was stirred for 2 h at room temperature and... Product: ClC=1C=CC(=C(C1)\C(\C)=N\NC(C1=CC(=CC=C1)S(=O)(=O)N1CCC(CC1)C)=O)O ((E)-N′-(1-(5-chloro-2-hydroxyphenyl)ethylidene)-3-((4-methylpiperidin-1-yl)sulfonyl)benzohydrazide). Reactants: CC1CCN(CC1)S(=O)(=O)C=1C=C(C(=O)NN)C=CC1 (3-((4-methylpiperidin-1-yl)sulfonyl)benzohydrazide), ClC=1C=CC(=C(C1)C(C)=O)O (1-(5-chloro-2-hydroxyphenyl)ethanone). Procedure details: 3-((4-methylpiperidin-1-yl)sulfonyl)benzohydrazide (70 mg, 0.235 mmol) and 1-(5-chloro-2-hydroxyphenyl)ethanone (40.2 mg, 0.235 mmol) was dissolved in Methanol (Volume: 4 ml) in the presence of acetic acid as a catalyst and then the reaction mixture was heated via microwave irradiation to 120° C. for 30 min. Reaction was monitored by TLC. After completion of the reaction, following cooling, the solvent was removed by vacuum and the resulting crude material was purified by flash column chromatogr... Run at temperature 120 celsius. RXN SMILES: [CH3:1][CH:2]1[CH2:7][CH2:6][N:5]([S:8]([C:11]2[CH:12]=[C:13]([CH:18]=[CH:19][CH:20]=2)[C:14]([NH:16][NH2:17])=[O:15])(=[O:10])=[O:9])[CH2:4][CH2:3]1.[Cl:21][C:22]1[CH:23]=[CH:24][C:25]([OH:31])=[C:26]([C:28](=O)[CH3:29])[CH:27]=1>CO.C(O)(=O)C>[Cl:21][C:22]1[CH:23]=[CH:24][C:25]([OH:31])=[C:26](/[C:28](=[N:17]/[NH:16][C:14](=[O:15])[C:13]2[CH:18]=[CH:19][CH:20]=[C:11]([S:8]([N:5]3[CH2:6][CH2:7][CH:2]([CH3:1])[CH2:3][CH2:4]3)(=[O:10])=[O:9])[CH:12]=2)/[CH3:29])[CH:27]=1. Solvent: CO (Methanol), C(C)(=O)O (acetic acid). Isolated yield 13.6%.